From a dataset of the Open Reaction Database (ORD), a public repository of structured organic reaction records. describe an organic reaction: reactants, conditions, products, and yield Starting materials: FC1=C(C(=CC=C1)F)N1N=C(C=2C(NC=CC21)=O)C=2C=C(SC2)C(=O)O (4-(1-(2,6-difluorophenyl)-4-oxo-4,5-dihydro-1H-pyrazolo[4,3-c]pyridin-3-yl)thiophene-2-carboxylic acid), CCN=C=NCCCN(C)C.Cl (EDCI hydrochloride), HOBt ammonium salt. The solvent is CC(=O)N(C)C (DMA), O (water). Conditions: time 8 hour. Yields the product FC1=C(C(=CC=C1)F)N1N=C(C=2C(NC=CC21)=O)C=2C=C(SC2)C(=O)N (4-(1-(2,6-difluorophenyl)-4-oxo-4,5-dihydro-1H-pyrazolo[4,3-c]pyridin-3-yl)thiophene-2-carboxamide). Yield: 70.9%. Reaction SMILES: [F:1][C:2]1[CH:7]=[CH:6][CH:5]=[C:4]([F:8])[C:3]=1[N:9]1[C:17]2[CH:16]=[CH:15][NH:14][C:13](=[O:18])[C:12]=2[C:11]([C:19]2[CH:20]=[C:21]([C:24](O)=[O:25])[S:22][CH:23]=2)=[N:10]1.CC[N:29]=C=NCCCN(C)C.Cl>CC(N(C)C)=O.O>[F:8][C:4]1[CH:5]=[CH:6][CH:7]=[C:2]([F:1])[C:3]=1[N:9]1[C:17]2[CH:16]=[CH:15][NH:14][C:13](=[O:18])[C:12]=2[C:11]([C:19]2[CH:20]=[C:21]([C:24]([NH2:29])=[O:25])[S:22][CH:23]=2)=[N:10]1 |f:1.2|. Procedure: To a solution of 4-(1-(2,6-difluorophenyl)-4-oxo-4,5-dihydro-1H-pyrazolo[4,3-c]pyridin-3-yl)thiophene-2-carboxylic acid (30.0 mg) obtained in Example 37 in DMA (2 mL) were added EDCI hydrochloride (18.5 mg) and HOBt ammonium salt (14.7 mg) at room temperature, and the mixture was stirred overnight at room temperature. The reaction mixture was diluted with water, the mixture was extracted with ethyl acetate, and the organic layer was washed with saturated brine, dried over anhydrous magnesium sul... Starting materials: S1N=CC2=C1C=CC=C2 (1,2-benzisothiazole), P(=O)(Cl)(Cl)Cl (phosphorus oxychloride), P(Cl)(Cl)Cl (phosphorus trichloride). Yields the product ClC1=NSC2=C1C=CC=C2 (3-chloro-1,2-benzisothiazole). Reaction SMILES: [S:1]1[C:5]2[CH:6]=[CH:7][CH:8]=[CH:9][C:4]=2[CH:3]=[N:2]1.P(Cl)(Cl)([Cl:12])=O.P(Cl)(Cl)Cl>>[Cl:12][C:3]1[C:4]2[CH:9]=[CH:8][CH:7]=[CH:6][C:5]=2[S:1][N:2]=1. Reported procedure: a method including reacting 1,2-benzisothiazole and phosphorus oxychloride or phosphorus trichloride in the absence of a solvent, to give 3-chloro-1,2-benzisothiazole (see, Patent Publication 1): Reactants: C(C)C(C=O)CC (2-ethylbutyraldehyde), CC(=O)C=C (methylvinylketone), OS(=O)(=O)O (H2SO4), CC(=O)C=C (methylvinylketone), OS(=O)(=O)O (H2SO4). Solvent: C(Cl)(Cl)Cl (chloroform). Run at temperature 40 celsius, time 8 hour. The product is C(C)C1(C=CC(CC1)=O)CC (4,4-diethyl-cyclohex-2-enone). Yield: 104.4%. Reaction SMILES: [CH2:1]([CH:3]([CH2:6][CH3:7])[CH:4]=O)[CH3:2].[CH3:8][C:9]([CH:11]=[CH2:12])=[O:10].OS(O)(=O)=O>C(Cl)(Cl)Cl>[CH2:1]([C:3]1([CH2:6][CH3:7])[CH2:4][CH2:8][C:9](=[O:10])[CH:11]=[CH:12]1)[CH3:2]. Reported procedure: A mixture of 2-ethylbutyraldehyde (12.3 mL, 100 mmol), methylvinylketone (5.6 mL, 67.3 mmol) and H2SO4 (0.07 mL) is stirred at 40° C. overnight. Another portion of methylvinylketone (5.6 mL, 67.3 mmol) and H2SO4 is added and stirring is continued at 40° C. for 2 d. The yellow solution is diluted with chloroform and the solvent is removed again under reduced pressure. The crude product is purified by vacuum distillation to give 4,4-diethyl-cyclohex-2-enone (10.7 g) as a colourless oil; Kp11 mbar=...